Dataset: the Open Reaction Database (ORD), a public repository of structured organic reaction records. Task: describe an organic reaction: reactants, conditions, products, and yield Starting materials: OCCO, COc1ccc2c(Cl)ccnc2c1, [Na], O. Product: COc1ccc2c(OCCO)ccnc2c1. RXN SMILES: [CH2:2]([CH2:3][OH:4])[OH:5].[Cl:6][c:7]1[cH:8][cH:9][n:10][c:11]2[cH:12][c:13]([O:17][CH3:18])[cH:14][cH:15][c:16]12.[Na:1].[OH2:19]>>[CH2:2]([CH2:3][O:4][c:7]1[cH:8][cH:9][n:10][c:11]2[cH:12][c:13]([O:17][CH3:18])[cH:14][cH:15][c:16]12)[OH:5]. The reactants are ClC1=NC(=CC(=C1)C1=NC(=NO1)C1=CC(=NC=C1)C)C (2-chloro-4-[3-(2-methyl-4-pyridinyl)-[1,2,4]oxadiazol-5-yl]-6-methyl-pyridine), C(=O)([O-])[O-].[Cs+].[Cs+] (Cs2CO3), C(C)NCC (diethylamine), Pd(II) acetate, CC1(C2=C(C(=CC=C2)P(C3=CC=CC=C3)C4=CC=CC=C4)OC5=C(C=CC=C51)P(C6=CC=CC=C6)C7=CC=CC=C7)C (Xantphos). Run in O1CCOCC1 (dioxane). Reaction conditions: temperature 90 celsius, time 72 hour. Yields the product C(C)N(C1=NC(=CC(=C1)C1=NC(=NO1)C1=CC(=NC=C1)C)C)CC (2-diethylamino-4-[3-(2-methyl-4-pyridinyl)-[1,2,4]oxadiazol-5-yl]-6-methyl-pyridine). Isolated yield 23.8%. RXN SMILES: Cl[C:2]1[CH:7]=[C:6]([C:8]2[O:12][N:11]=[C:10]([C:13]3[CH:18]=[CH:17][N:16]=[C:15]([CH3:19])[CH:14]=3)[N:9]=2)[CH:5]=[C:4]([CH3:20])[N:3]=1.C([O-])([O-])=O.[Cs+].[Cs+].[CH2:27]([NH:29][CH2:30][CH3:31])[CH3:28].CC1(C)C2C(=C(P(C3C=CC=CC=3)C3C=CC=CC=3)C=CC=2)OC2C(P(C3C=CC=CC=3)C3C=CC=CC=3)=CC=CC1=2>O1CCOCC1>[CH2:27]([N:29]([CH2:30][CH3:31])[C:2]1[CH:7]=[C:6]([C:8]2[O:12][N:11]=[C:10]([C:13]3[CH:18]=[CH:17][N:16]=[C:15]([CH3:19])[CH:14]=3)[N:9]=2)[CH:5]=[C:4]([CH3:20])[N:3]=1)[CH3:28] |f:1.2.3|. Procedure: To a solution of 2-chloro-4-[3-(2-methyl-4-pyridinyl)-[1,2,4]oxadiazol-5-yl]-6-methyl-pyridine (160 mg, 0.558 mmol, Example 43a)) in dioxane (10 mL), Cs2CO3 (636 mg, 1.95 mmol) and diethylamine (204 mg, 2.79 mmol) is added. The mixture is degassed and put under N2 before Pd(II) acetate (25 mg, 0.112 mmol) and Xantphos (116 mg, 0.201 mmol) is added. The mixture is stirred in a sealed vial at 90° C. for 72 h before it is cooled to rt. The mixture is filtered and the filtrate is evaporated. The cru... The reactants are C[N+]1(CCOCC1)[O-] (NMO), ice, C(C1=CC=CC=C1)NC1=NOC2=C1C=C(C(=C2F)N2C[C@H](O[C@H](C2)C)C)CO ({3-(benzylamino)-6-[(2R,6S)-2,6-dimethylmorpholin-4-yl]-7-fluoro-1,2-benzoxazol-5-yl}methanol), C(C1=CC=CC=C1)NC1=NOC2=C1C=C(C(=C2F)N2C[C@H](O[C@H](C2)C)C)CO ({3-(benzylamino)-6-[(2R,6S)-2,6-dimethylmorpholin-4-yl]-7-fluoro-1,2-benzoxazol-5-yl}methanol). The reagents and catalysts are CCC[N+](CCC)(CCC)CCC.[O-][Ru](=O)(=O)=O (TPAP). The solvent is C(C)#N (acetonitrile). Run at time 2 hour. Yields the product C(C1=CC=CC=C1)NC1=NOC2=C1C=C(C(=C2F)N2C[C@H](O[C@H](C2)C)C)C=O (3-(benzylamino)-6-[(2R,6S)-2,6-dimethylmorpholin-4-yl]-7-fluoro-1,2-benzoxazole-5-carbaldehyde). RXN SMILES: [CH2:1]([NH:8][C:9]1[C:13]2[CH:14]=[C:15]([CH2:27][OH:28])[C:16]([N:19]3[CH2:24][C@H:23]([CH3:25])[O:22][C@H:21]([CH3:26])[CH2:20]3)=[C:17]([F:18])[C:12]=2[O:11][N:10]=1)[C:2]1[CH:7]=[CH:6][CH:5]=[CH:4][CH:3]=1.C[N+]1([O-])CCOCC1>C(#N)C.CCC[N+](CCC)(CCC)CCC.[O-][Ru](=O)(=O)=O>[CH2:1]([NH:8][C:9]1[C:13]2[CH:14]=[C:15]([CH:27]=[O:28])[C:16]([N:19]3[CH2:24][C@H:23]([CH3:25])[O:22][C@H:21]([CH3:26])[CH2:20]3)=[C:17]([F:18])[C:12]=2[O:11][N:10]=1)[C:2]1[CH:7]=[CH:6][CH:5]=[CH:4][CH:3]=1 |f:3.4|. Procedure: To an ice-cooled solution of {3-(benzylamino)-6-[(2R,6S)-2,6-dimethylmorpholin-4-yl]-7-fluoro-1,2-benzoxazol-5-yl}methanol (Intermediate 504, 160 mg, 0.41 mmol) in acetonitrile (2 mL) was added NMO (73 mg, 1.5 mmol) followed TPAP (15 mg, 0.1 mmol) and mixture stirred for 2 hours at room temperature. The reaction mixture filtered thorough silica gel bed and washed with EtOAc. The organic phase concentrated under reduced pressure to give title compound as a yellow solid. Yield: 75 mg, (47%). Reactants: CN(C)c1cccc(Sc2cnc3c(c2)c(-c2cnn(C)c2)cn3OCC[Si](C)(C)C)c1, CCO, Cl. Product: CN(C)c1cccc(Sc2cnc3[nH]cc(-c4cnn(C)c4)c3c2)c1. RXN SMILES: [CH3:1][N:2]([c:3]1[cH:4][c:5]([S:9][c:10]2[cH:11][c:12]3[c:13]([n:14][cH:15]2)[n:16]([O:25][CH2:26][CH2:27][Si:28]([CH3:29])([CH3:30])[CH3:31])[cH:17][c:18]3-[c:19]2[cH:20][n:21][n:22]([CH3:24])[cH:23]2)[cH:6][cH:7][cH:8]1)[CH3:32].[CH3:34][CH2:35][OH:36].[ClH:33]>>[CH3:1][N:2]([c:3]1[cH:4][c:5]([S:9][c:10]2[cH:11][c:12]3[c:13]([n:14][cH:15]2)[nH:16][cH:17][c:18]3-[c:19]2[cH:20][n:21][n:22]([CH3:24])[cH:23]2)[cH:6][cH:7][cH:8]1)[CH3:32]. The reactants are O=C([O-])[O-], CCOC(=O)c1cn(Cc2ccccc2)nc1O, CN(C)C=O, Cc1oc(-c2ccco2)nc1COc1ccc(CCl)cc1, [K+], [K+], O. The product is CCOC(=O)c1cn(Cc2ccccc2)nc1OCc1ccc(OCc2nc(-c3ccco3)oc2C)cc1. RXN SMILES: [C:40](=[O:41])([O-:42])[O-:43].[CH2:22]([c:23]1[cH:24][cH:25][cH:26][cH:27][cH:28]1)[n:29]1[n:30][c:31]([OH:39])[c:32]([C:34](=[O:35])[O:36][CH2:37][CH3:38])[cH:33]1.[CH3:46][N:47]([CH3:48])[CH:49]=[O:50].[Cl:1][CH2:2][c:3]1[cH:4][cH:5][c:6]([O:7][CH2:8][c:9]2[n:10][c:11](-[c:15]3[o:16][cH:17][cH:18][cH:19]3)[o:12][c:13]2[CH3:14])[cH:20][cH:21]1.[K+:44].[K+:45].[OH2:51]>>[CH2:2]([c:3]1[cH:4][cH:5][c:6]([O:7][CH2:8][c:9]2[n:10][c:11](-[c:15]3[o:16][cH:17][cH:18][cH:19]3)[o:12][c:13]2[CH3:14])[cH:20][cH:21]1)[O:39][c:31]1[n:30][n:29]([CH2:22][c:23]2[cH:24][cH:25][cH:26][cH:27][cH:28]2)[cH:33][c:32]1[C:34](=[O:35])[O:36][CH2:37][CH3:38].